This data is from the Open Reaction Database (ORD), a public repository of structured organic reaction records. The task is: describe an organic reaction: reactants, conditions, products, and yield Starting materials: CS(=O)(=O)O[C@H]([C@@H](C1=CC=C(C=C1)C(F)(F)F)NC(=O)OC(C)(C)C)CO[Si](C)(C)C(C)(C)C ((1R,2R)-1-((tert-butoxycarbonyl)amino)-3-(tert-butyldimethylsilyloxy)-1-(4-(trifluoromethyl)phenyl)-propan-2-yl methanesulfonate), CO (MeOH), [H-].[Na+] (sodium hydride), CCOC(=O)C (EtOAc). Solvent: C1CCOC1 (THF), CCCCCC (hexane), C1CCOC1 (THF). Yields the product [Si](C)(C)(C(C)(C)C)OC[C@@H]1N([C@@H]1C1=CC=C(C=C1)C(F)(F)F)C(=O)OC(C)(C)C ((2R,3R)-tert-Butyl 2-((tert-butyldimethylsilyloxy)methyl)-3-(4-(trifluoromethyl)phenyl)aziridine-1-carboxylate). The yield is 58.8%. As a reaction SMILES: [H-].[Na+].CS(O[C@@H:8]([CH2:28][O:29][Si:30]([C:33]([CH3:36])([CH3:35])[CH3:34])([CH3:32])[CH3:31])[C@H:9]([NH:20][C:21]([O:23][C:24]([CH3:27])([CH3:26])[CH3:25])=[O:22])[C:10]1[CH:15]=[CH:14][C:13]([C:16]([F:19])([F:18])[F:17])=[CH:12][CH:11]=1)(=O)=O.CCOC(C)=O.CO>C1COCC1.CCCCCC>[Si:30]([O:29][CH2:28][C@H:8]1[C@@H:9]([C:10]2[CH:15]=[CH:14][C:13]([C:16]([F:19])([F:18])[F:17])=[CH:12][CH:11]=2)[N:20]1[C:21]([O:23][C:24]([CH3:27])([CH3:26])[CH3:25])=[O:22])([C:33]([CH3:36])([CH3:35])[CH3:34])([CH3:32])[CH3:31] |f:0.1|. Procedure: To a suspension of 4.0 g sodium hydride (60% dispersion in mineral oil) in 50 mL THF at 0° C. was added a solution (1R,2R)-1-((tert-butoxycarbonyl)amino)-3-(tert-butyldimethylsilyloxy)-1-(4-(trifluoromethyl)phenyl)-propan-2-yl methanesulfonate (13.5 g, 25.6 mmol) in 60 mL THF. The reaction progress was monitored by TLC (20% EtOAc in hexane). When no more starting material could be detected, 4 grams of MeOH was added to the mixture to remove the excess sodium hydride. The solvent was then removed... Reactants: ClC1=C2CCC(C2=CC=C1)=O (4-chloro-1-indanone), O (water), CC(C=C)O (3-buten-2-ol), C1(=CC=C(C=C1)S(=O)(=O)O)C (p-toluenesulfonic acid). The solvent is COC(C)(C)OC (2,2-dimethoxy-propane). Product: C(C=CC)C1C(C2=CC=CC(=C2C1)Cl)=O ((RS)-2-(2-buten-1-yl)-4-chloro-1-indanone). Isolated yield 81.0%. RXN SMILES: [Cl:1][C:2]1[CH:10]=[CH:9][CH:8]=[C:7]2[C:3]=1[CH2:4][CH2:5][C:6]2=[O:11].[CH3:12][CH:13](O)[CH:14]=[CH2:15].C1(C)C=CC(S(O)(=O)=O)=CC=1.O>COC(OC)(C)C>[CH2:12]([CH:5]1[CH2:4][C:3]2[C:7](=[CH:8][CH:9]=[CH:10][C:2]=2[Cl:1])[C:6]1=[O:11])[CH:13]=[CH:14][CH3:15]. Procedure details: A solution of 14.0 g of 4-chloro-1-indanone, 17.3 ml of 3-buten-2-ol and 140 mg of p-toluenesulfonic acid in 140 ml of 2,2-dimethoxy-propane was boiled under reflux for 64 hours on a water separator filled with molecular sieve (0.4 nm, 2 mm pearl shaped). The reaction mixture was subsequently concentrated in a vacuum and purified by column chromatography on silica gel (hexane/diethyl ether 6:1). 15.2 g (81%) of (RS)-2-(2-buten-1-yl)-4-chloro-1-indanone were obtained as a yellow oil.